Dataset: the Open Reaction Database (ORD), a public repository of structured organic reaction records. Task: describe an organic reaction: reactants, conditions, products, and yield Reactants: BrCCCCl (1-bromo-3-chloropropane), C1CCCCC1 (cyclohexane), CN1CCNCCC1 (1-Methylhomopiperizine). Run at time 8 hour. Yields the product ClCCCN1CCN(CCC1)C (1-(3-Chloropropyl)-4-methylhomopiperizine). Yield: 42.0%. Reaction SMILES: Br[CH2:2][CH2:3][CH2:4][Cl:5].C1CCCCC1.[CH3:12][N:13]1[CH2:19][CH2:18][CH2:17][NH:16][CH2:15][CH2:14]1>>[Cl:5][CH2:4][CH2:3][CH2:2][N:16]1[CH2:17][CH2:18][CH2:19][N:13]([CH3:12])[CH2:14][CH2:15]1. Procedure: A round-bottom, 250 milliliter, three-necked flask was equipped with a mechanical stirrer, a Claisen adapter, equipped with a thermocouple and a dry-ice condenser with a gas inlet, and a pressure-equalizing dropping funnel. This apparatus was baked in an oven overnight at 125° C., assembled hot, and purged with argon until cool. The reaction flask was charged with 1-bromo-3-chloropropane 15.75 grams, (0.10 moles, 1 equivalent) and cyclohexane 8.68 grams, (0.10 moles, 1 equivalent). The reaction ... Starting materials: CCSc1cccc(N)c1, Cc1ccccc1, Cl, O=C(Cl)OC(Cl)(Cl)Cl. The product is CCSc1cccc(N=C=O)c1. As a reaction SMILES: [CH2:2]([CH3:3])[S:4][c:5]1[cH:6][c:7]([NH2:11])[cH:8][cH:9][cH:10]1.[CH3:20][c:21]1[cH:22][cH:23][cH:24][cH:25][cH:26]1.[ClH:1].[O:12]=[C:13]([Cl:14])[O:15][C:16]([Cl:17])([Cl:18])[Cl:19]>>[CH2:2]([CH3:3])[S:4][c:5]1[cH:6][c:7]([N:11]=[C:13]=[O:12])[cH:8][cH:9][cH:10]1. Reactants: O (water), BrCC=CC#CC(C)(C)C (1-bromo-6,6-dimethyl-2-hepten-4-yne), CN(CC(C1CCNCC1)(C)C)C (N,N,β,β-tetramethyl-4-piperidineethanamine), C([O-])([O-])=O.[K+].[K+] (potassium carbonate). Solvent: CN(C=O)C (N,N-dimethylformamide), CN(C=O)C (N,N-dimethylformamide). Reaction conditions: time 48 hour. Yields the product CC(C#C/C=C/CN1CCC(CC1)C(CN(C)C)(C)C)(C)C ((E)-1-(6,6-dimethyl-2-hepten-4-yn-1-yl)-N,N,β,β-tetramethyl-4-piperidineethanamine). The yield is 56.0%. RXN SMILES: Br[CH2:2][CH:3]=[CH:4][C:5]#[C:6][C:7]([CH3:10])([CH3:9])[CH3:8].[CH3:11][N:12]([CH3:23])[CH2:13][C:14]([CH3:22])([CH3:21])[CH:15]1[CH2:20][CH2:19][NH:18][CH2:17][CH2:16]1.C(=O)([O-])[O-].[K+].[K+].O>CN(C)C=O>[CH3:8][C:7]([CH3:10])([CH3:9])[C:6]#[C:5]/[CH:4]=[CH:3]/[CH2:2][N:18]1[CH2:19][CH2:20][CH:15]([C:14]([CH3:22])([CH3:21])[CH2:13][N:12]([CH3:11])[CH3:23])[CH2:16][CH2:17]1 |f:2.3.4|. Reported procedure: 12 g (6.10-2 mole)of 1-bromo-6,6-dimethyl-2-hepten-4-yne (E/Z=3/1) in solution in 20 ml of N,N-dimethylformamide was added drop-wise to a mixture of 10 g (5.4×10-2 mole) of N,N,β,β-tetramethyl-4-piperidineethanamine and 14.9 g of potassium carbonate in 150 ml of N,N-dimethylformamide. The mixture was stirred for 48 hours at room temperature then poured into water. This was extracted several times with ethyl acetate. The organic phase was washed with water, dried over magnesium sulphate and filte... Reactants: 2-(di-tert.-butlylphosphino)-biphenyl, [O-]P(=O)([O-])[O-].[K+].[K+].[K+] (K3PO4), BrC1=C(C=C(C=C1)C)C (1-bromo-2,4-dimethyl-benzene), CC(OCC)=O (EA). Reagents/catalysts: CC(=O)[O-].CC(=O)[O-].[Pd+2] (Pd(OAc)2). The solvent is C1CCOC1 (THF). Yields the product COC(C(C(=O)OC)C1=C(C=C(C=C1)C)C)=O (2-(2,4-dimethyl-phenyl)-malonic acid dimethyl ester). Reaction SMILES: [O-]P([O-])([O-])=O.[K+].[K+].[K+].Br[C:10]1[CH:15]=[CH:14][C:13]([CH3:16])=[CH:12][C:11]=1[CH3:17].[CH3:18][C:19](=[O:23])[O:20][CH2:21]C>C1COCC1.CC([O-])=O.CC([O-])=O.[Pd+2]>[CH3:21][O:20][C:19](=[O:23])[CH:18]([C:10]1[CH:15]=[CH:14][C:13]([CH3:16])=[CH:12][C:11]=1[CH3:17])[C:19]([O:20][CH3:21])=[O:23] |f:0.1.2.3,7.8.9|. Reported procedure: (In analogy to a procedure given in J. Am. Chem. Soc. 122 (2000), 1360–1370.) To a suspension of Pd(OAc)2 (758 mg), 2-(di-tert.-butlylphosphino)-biphenyl (2.02 g) and K3PO4 (65.95 g) in THF (350 ml) dimethylmalonate (21.42 g) and 1-bromo-2,4-dimethyl-benzene (25 g) was added under argon. The mixture was refluxed for 96 h, cooled to rt and diluted with EA (300 ml) and filtered. The filtrate was evaporated and the resulting brown oil was purified on silica gel eluting with heptane:EA 4:1 to 1:1 fo... Reactants: [BH4-], CC(C)(C)ON=O, C1CCOC1, COc1cc(C2C3=CC=C4N=CC=C4C3OC(N)=C2C#N)cc(Br)c1OC, [Na+]. The product is COc1cc(C2C(C#N)=COC3C4=CC=NC4=CC=C32)cc(Br)c1OC. RXN SMILES: [BH4-:35].[C:28]([O:29][N:30]=[O:31])([CH3:32])([CH3:33])[CH3:34].[CH2:37]1[O:38][CH2:39][CH2:40][CH2:41]1.[NH2:1][C:2]1=[C:3]([C:26]#[N:27])[CH:4]([c:15]2[cH:16][c:17]([Br:25])[c:18]([O:23][CH3:24])[c:19]([O:21][CH3:22])[cH:20]2)[C:5]2=[CH:14][CH:13]=[C:12]3[C:8](=[CH:9][CH:10]=[N:11]3)[CH:6]2[O:7]1.[Na+:36]>>[CH:2]1=[C:3]([C:26]#[N:27])[CH:4]([c:15]2[cH:16][c:17]([Br:25])[c:18]([O:23][CH3:24])[c:19]([O:21][CH3:22])[cH:20]2)[C:5]2=[CH:14][CH:13]=[C:12]3[C:8](=[CH:9][CH:10]=[N:11]3)[CH:6]2[O:7]1. Reactants: C(C)[Si](OC(CC#C)(CCC)C)(CC)CC (4-triethylsilyloxy-4-methyl-1-heptyne), N(=NC(C#N)(C)C)C(C#N)(C)C (azobisisobutyronitrile), C(CCC)[SnH](CCCC)CCCC (tri-n-butyltin hydride). Yields the product C(C)[Si](OC(C/C=C/[Sn](CCCC)(CCCC)CCCC)(CCC)C)(CC)CC ((E)-4-triethylsilyloxy-4-methyl-1-tri-n-butylstannyl-1-heptene). RXN SMILES: [CH2:1]([Si:3]([CH2:15][CH3:16])([CH2:13][CH3:14])[O:4][C:5]([CH3:12])([CH2:9][CH2:10][CH3:11])[CH2:6][C:7]#[CH:8])[CH3:2].N(C(C)(C)C#N)=NC(C)(C)C#N.[CH2:29]([SnH:33]([CH2:38][CH2:39][CH2:40][CH3:41])[CH2:34][CH2:35][CH2:36][CH3:37])[CH2:30][CH2:31][CH3:32]>>[CH2:15]([Si:3]([CH2:13][CH3:14])([CH2:1][CH3:2])[O:4][C:5]([CH3:12])([CH2:9][CH2:10][CH3:11])[CH2:6]/[CH:7]=[CH:8]/[Sn:33]([CH2:34][CH2:35][CH2:36][CH3:37])([CH2:38][CH2:39][CH2:40][CH3:41])[CH2:29][CH2:30][CH2:31][CH3:32])[CH3:16]. Reported procedure: A solution of 40.0 g of 4-triethylsilyloxy-4-methyl-1-heptyne, 180 mg of azobisisobutyronitrile, and 50 ml of tri-n-butyltin hydride is stirred under an argon atmosphere at 130° C. for 2 hours, then allowed to cool to ambient temperature. The excess tin hydride is removed by distillation and the residue purified to provide 63.5 g of the (E)-4-triethylsilyloxy-4-methyl-1-tri-n-butylstannyl-1-heptene (b.p. 160°-88° C. at 0.6 mm). Reaction SMILES: [C:1](Cl)(=[O:6])[CH2:2][CH2:3][CH2:4][CH3:5].[Cl-].[Al+3].[Cl-].[Cl-].[C:12]([N:15]1[C:23]2[C:18](=[CH:19][CH:20]=[CH:21][CH:22]=2)[CH2:17][CH2:16]1)(=[O:14])[CH3:13]>ClCCCl>[C:12]([N:15]1[C:23]2[C:18](=[CH:19][C:20]([C:1](=[O:6])[CH2:2][CH2:3][CH2:4][CH3:5])=[CH:21][CH:22]=2)[CH2:17][CH2:16]1)(=[O:14])[CH3:13] |f:1.2.3.4|. The solvent is ClCCCl (1,2-dichloroethane). Procedure: Pentanoyl chloride (10.8 g) was added dropwise to a mixture of anhydrous aluminium chloride (28.2 g) and 1-acetyl-2,3-dihydro-1H-indole (10 g) in 1,2-dichloroethane (100 mL) with mechanical stirring. The mixture was stirred at reflux for 16 hours, then cooled, then poured into ice-water. The mixture was extracted with dichloromethane. The extracts were washed with 1M aqueous sodium hydroxide, then dried over magnesium sulphate, then evaporated to give the title compound (10.3 g) as a dark gum. Yield: 67.7%. Reactants: ice water, C(CCCC)(=O)Cl (Pentanoyl chloride), [Cl-].[Al+3].[Cl-].[Cl-] (aluminium chloride), C(C)(=O)N1CCC2=CC=CC=C12 (1-acetyl-2,3-dihydro-1H-indole). The product is C(C)(=O)N1CCC2=CC(=CC=C12)C(CCCC)=O (1-Acetyl-5-pentanoyl-2,3-dihydro-1H-indole).